From a dataset of the Open Reaction Database (ORD), a public repository of structured organic reaction records. describe an organic reaction: reactants, conditions, products, and yield Reactants: Oc1ccc(Br)c(C2OCCO2)c1, O=C([O-])[O-], CCOC(=O)c1ccc(F)cc1OC, CS(C)=O, CCOC(C)=O, [K+], [K+]. Product: CCOC(=O)c1ccc(Oc2ccc(Br)c(C3OCCO3)c2)cc1OC. Reaction SMILES: [Br:1][c:2]1[c:3]([CH:9]2[O:10][CH2:11][CH2:12][O:13]2)[cH:4][c:5]([OH:8])[cH:6][cH:7]1.[C:14](=[O:15])([O-:16])[O-:17].[CH2:20]([CH3:21])[O:22][C:23]([c:24]1[c:25]([O:31][CH3:32])[cH:26][c:27]([F:30])[cH:28][cH:29]1)=[O:33].[CH3:34][S:35]([CH3:36])=[O:37].[CH3:38][CH2:39][O:40][C:41]([CH3:42])=[O:43].[K+:18].[K+:19]>>[Br:1][c:2]1[c:3]([CH:9]2[O:10][CH2:11][CH2:12][O:13]2)[cH:4][c:5]([O:8][c:27]2[cH:26][c:25]([O:31][CH3:32])[c:24]([C:23]([O:22][CH2:20][CH3:21])=[O:33])[cH:29][cH:28]2)[cH:6][cH:7]1. The reactants are FC(C1=CC=C(C=C1)C(N)=S)(F)F (4-(trifluoromethyl)benzene-1-carbothioamide), CC[O-].[Na+] (NaOEt), C(=O)OCC (ethyl formate), C(C)OC(CCl)=O (chloro acetic acid ethyl ester). The solvent is CCOCC (Et2O). Reaction conditions: time 20 hour. The product is C(C)OC(=O)C1=CN=C(S1)C1=CC=C(C=C1)C(F)(F)F (2-(4-trifluoromethyl-phenyl)-thiazole-5-carboxylic acid ethyl ester). Yield: 70.6%. Reaction SMILES: [CH3:1][CH2:2][O-].[Na+].[CH:5]([O:7][CH2:8][CH3:9])=[O:6].C(OC(=O)CCl)C.[F:17][C:18]([F:29])([F:28])[C:19]1[CH:24]=[CH:23][C:22]([C:25](=[S:27])[NH2:26])=[CH:21][CH:20]=1>CCOCC>[CH2:8]([O:7][C:5]([C:1]1[S:27][C:25]([C:22]2[CH:23]=[CH:24][C:19]([C:18]([F:28])([F:17])[F:29])=[CH:20][CH:21]=2)=[N:26][CH:2]=1)=[O:6])[CH3:9] |f:0.1|. Procedure details: To a solution of NaOEt (21% in EtOH, 215 ml, 584 mmol) were added ethyl formate (46.97 ml, 584 mmol) and then, with cooling (max. 28° C.), chloro acetic acid ethyl ester in Et2O (200 ml). The mixture was stirred at RT for 20 h and filtered after adding Et2O (200 ml). The resulting solid was dissolved in EtOH (400 ml) and after addition of 4-(trifluoromethyl)benzene-1-carbothioamide (11.98 g, 58.4 mmol) stirring to reflux was accomplished for 20 h. After filtration, the EtOH was removed under red... Reactants: Cl.N[C@@H]1CC[C@H](CC1)NC(=O)C1=CNC2=C1N=CN=C2C2=C(C=CC=1OCOC12)OCC1CCC1 (trans-4-(5-cyclobutylmethoxy-benzo[1,3]dioxol-4-yl)-5H-pyrrolo[3,2-d]pyrimidine-7-carboxylic acid (4-amino-cyclohexyl)-amide hydrochloride), C1(CC1)C(=O)Cl (cyclopropanecarbonyl chloride). The product is C1(CC1)C(=O)N[C@@H]1CC[C@H](CC1)NC(=O)C1=CNC2=C1N=CN=C2C2=C(C=CC=1OCOC12)OCC1CCC1 (trans-4-(5-Cyclobutylmethoxy-benzo[1,3]dioxol-4-yl)-5H-pyrrolo[3,2-d]pyrimidine-7-carboxylic acid [4-(cyclopropanecarbonyl-amino)cyclohexyl]-amide). Reaction SMILES: Cl.[NH2:2][C@H:3]1[CH2:8][CH2:7][C@H:6]([NH:9][C:10]([C:12]2[C:16]3[N:17]=[CH:18][N:19]=[C:20]([C:21]4[C:29]5[O:28][CH2:27][O:26][C:25]=5[CH:24]=[CH:23][C:22]=4[O:30][CH2:31][CH:32]4[CH2:35][CH2:34][CH2:33]4)[C:15]=3[NH:14][CH:13]=2)=[O:11])[CH2:5][CH2:4]1.[CH:36]1([C:39](Cl)=[O:40])[CH2:38][CH2:37]1>>[CH:36]1([C:39]([NH:2][C@H:3]2[CH2:8][CH2:7][C@H:6]([NH:9][C:10]([C:12]3[C:16]4[N:17]=[CH:18][N:19]=[C:20]([C:21]5[C:29]6[O:28][CH2:27][O:26][C:25]=6[CH:24]=[CH:23][C:22]=5[O:30][CH2:31][CH:32]5[CH2:35][CH2:34][CH2:33]5)[C:15]=4[NH:14][CH:13]=3)=[O:11])[CH2:5][CH2:4]2)=[O:40])[CH2:38][CH2:37]1 |f:0.1|. Reported procedure: Starting from trans-4-(5-cyclobutylmethoxy-benzo[1,3]dioxol-4-yl)-5H-pyrrolo[3,2-d]pyrimidine-7-carboxylic acid (4-amino-cyclohexyl)-amide hydrochloride (example A173) and cyclopropanecarbonyl chloride the title compound is obtained as colorless solid. Reactants: FC1=C(C=C(C(=C1)C)[N+](=O)[O-])[N+](=O)[O-] (1-fluoro-5-methyl-2,4-dinitro-benzene), C[O-].[Na+] (sodium methoxide), C(C(=O)OCC)(=O)OCC (diethyl oxalate). Run in CO (methanol). Run at time 32 hour. Product: COC(C(CC1=C(C=C(C(=C1)OC)[N+](=O)[O-])[N+](=O)[O-])=O)=O (3-(5-methoxy-2,4-dinitro-phenyl)-2-oxo-propionic acid methyl ester), solid. Isolated yield 85.0%. As a reaction SMILES: F[C:2]1[CH:7]=[C:6]([CH3:8])[C:5]([N+:9]([O-:11])=[O:10])=[CH:4][C:3]=1[N+:12]([O-:14])=[O:13].[CH3:15][O-:16].[Na+].[C:18](OCC)(=[O:24])[C:19]([O:21][CH2:22]C)=[O:20]>CO>[CH3:22][O:21][C:19](=[O:20])[C:18](=[O:24])[CH2:8][C:6]1[CH:7]=[C:2]([O:16][CH3:15])[C:3]([N+:12]([O-:14])=[O:13])=[CH:4][C:5]=1[N+:9]([O-:11])=[O:10] |f:1.2|. Reported procedure: To a suspension of 1-fluoro-5-methyl-2,4-dinitro-benzene (about 100.0 g, 0.5 mol) in methanol (about 1.5 L), sodium methoxide (about 108 g, 1.9 mol) and diethyl oxalate (about 136 mL, 1.0 mol) are added at a temperature of about −10° C. The resulting orange color suspension is slowly allowed to reach a temperature of about 15-20° C. in about 2 hours and continuous stirring is carried out at a temperature of about 15-20° C. over a period of about 32 hours. The reaction mixture is quenched with 1.... Reactants: O1C(OCC1)CCN(CCO)CC1=CC=CC=C1 (2-((2-(1,3-dioxolan-2-yl)ethyl)(benzyl)amino)ethanol), N1C=NC=C1 (imidazole), [Si](C)(C)(C(C)(C)C)Cl (tert-butyldimethylsilyl chloride). Solvent: CN(C)C=O (DMF), C(C)(=O)OCC (ethyl acetate). Conditions: time 18 hour. Yields the product O1C(OCC1)CCN(CCO[Si](C)(C)C(C)(C)C)CC1=CC=CC=C1 (N-(2-(1,3-Dioxolan-2-yl)ethyl)-N-benzyl-2-((tert-butyldimethylsilyl)oxy)-ethanamine). Reaction SMILES: [O:1]1[CH2:5][CH2:4][O:3][CH:2]1[CH2:6][CH2:7][N:8]([CH2:12][C:13]1[CH:18]=[CH:17][CH:16]=[CH:15][CH:14]=1)[CH2:9][CH2:10][OH:11].N1C=CN=C1.[Si:24](Cl)([C:27]([CH3:30])([CH3:29])[CH3:28])([CH3:26])[CH3:25]>CN(C=O)C.C(OCC)(=O)C>[O:1]1[CH2:5][CH2:4][O:3][CH:2]1[CH2:6][CH2:7][N:8]([CH2:12][C:13]1[CH:18]=[CH:17][CH:16]=[CH:15][CH:14]=1)[CH2:9][CH2:10][O:11][Si:24]([C:27]([CH3:30])([CH3:29])[CH3:28])([CH3:26])[CH3:25]. Procedure: To a stirred solution of 2-((2-(1,3-dioxolan-2-yl)ethyl)(benzyl)amino)ethanol (2.81 g, 11.2 mmol) in DMF (10 mL) was added imidazole (1.67 g, 24.61 mmol) and tert-butyldimethylsilyl chloride (3.35 g, 22.39 mmol). The reaction mixture was stirred at RT for 18 hours. The reaction mixture was diluted with ethyl acetate and washed with water and brine. The organic phase was dried (magnesium sulfate), filtered and the solvent evaporated art reduced pressure (3.87 g, 95%). Reactants: C(C1=CC=CC=C1)(=O)C=1C=C(C(NC1C)=O)C#N (5-Benzoyl-1,2-dihydro-6-methyl-2-oxo-3-pyridine-carbonitrile). The solvent is Cl (HCl). Product: C(C1=CC=CC=C1)(=O)C=1C=CC(NC1C)=O (5-Benzoyl-6-methyl-2(1H)-pyridinone). Reaction SMILES: [C:1]([C:9]1[CH:10]=[C:11](C#N)[C:12](=[O:16])[NH:13][C:14]=1[CH3:15])(=[O:8])[C:2]1[CH:7]=[CH:6][CH:5]=[CH:4][CH:3]=1>Cl>[C:1]([C:9]1[CH:10]=[CH:11][C:12](=[O:16])[NH:13][C:14]=1[CH3:15])(=[O:8])[C:2]1[CH:3]=[CH:4][CH:5]=[CH:6][CH:7]=1. Reported procedure: 5-Benzoyl-1,2-dihydro-6-methyl-2-oxo-3-pyridine-carbonitrile (2.32 g, 0.013 mole) and concentrated HCl (50 ml) are heated and stirred at reflux under an argon atmosphere for 5 hours. Upon cooling to room temperature a solid precipitates. The solid is collected by filtration and allowed to air dry. The dry solid is heated to 280°-290° C. and maintained at this temperature for 7 minutes. The residue is allowed to cool to room temperature then extracted into methylene chloride. Concentration of the... Starting materials: COc1cc2c(Cl)ncnc2cc1OCCCN1CCN(C(C)=O)CC1, O=C([O-])[O-], [K+], [K+], CN(C)C=O, Oc1cnc2[nH]ccc2c1. The product is COc1cc2c(Oc3cnc4[nH]ccc4c3)ncnc2cc1OCCCN1CCN(C(C)=O)CC1. Reaction SMILES: [C:1]([CH3:2])(=[O:3])[N:4]1[CH2:5][CH2:6][N:7]([CH2:10][CH2:11][CH2:12][O:13][c:14]2[c:15]([O:25][CH3:26])[cH:16][c:17]3[c:18]([Cl:24])[n:19][cH:20][n:21][c:22]3[cH:23]2)[CH2:8][CH2:9]1.[C:37](=[O:38])([O-:39])[O-:40].[K+:41].[K+:42].[O:43]=[CH:44][N:45]([CH3:46])[CH3:47].[OH:27][c:28]1[cH:29][c:30]2[cH:31][cH:32][nH:33][c:34]2[n:35][cH:36]1>>[C:1]([CH3:2])(=[O:3])[N:4]1[CH2:5][CH2:6][N:7]([CH2:10][CH2:11][CH2:12][O:13][c:14]2[c:15]([O:25][CH3:26])[cH:16][c:17]3[c:18]([O:27][c:28]4[cH:29][c:30]5[cH:31][cH:32][nH:33][c:34]5[n:35][cH:36]4)[n:19][cH:20][n:21][c:22]3[cH:23]2)[CH2:8][CH2:9]1. Starting materials: CC1CNC(C2=CC(=CC=C12)[N+](=O)[O-])=O (4-methyl-7-nitro-3,4-dihydro-2H-isoquinolin-1-one), [H-].[Na+] (sodium hydride), O (water), C1(CC1)CBr (cyclopropylmethyl bromide). The solvent is CN(C)C=O (DMF). Reaction conditions: time 1 hour. Yields the product C1(CC1)CN1C(C2=CC(=CC=C2C(=C1)C)[N+](=O)[O-])=O (2-Cyclopropylmethyl-4-methyl-7-nitro-2H-isoquinolin-1-one). Yield: 19.5%. RXN SMILES: [CH3:1][CH:2]1[C:11]2[C:6](=[CH:7][C:8]([N+:12]([O-:14])=[O:13])=[CH:9][CH:10]=2)[C:5](=[O:15])[NH:4][CH2:3]1.[H-].[Na+].[CH:18]1([CH2:21]Br)[CH2:20][CH2:19]1.O>CN(C=O)C>[CH:18]1([CH2:21][N:4]2[CH:3]=[C:2]([CH3:1])[C:11]3[C:6](=[CH:7][C:8]([N+:12]([O-:14])=[O:13])=[CH:9][CH:10]=3)[C:5]2=[O:15])[CH2:20][CH2:19]1 |f:1.2|. Procedure: To 4-methyl-7-nitro-3,4-dihydro-2H-isoquinolin-1-one (0.90 g) in DMF (30 ml), sodium hydride (0.212 g, 60% suspension in oil) was added in portions. The mixture was stirred for 1 h then treated with cyclopropylmethyl bromide (0.72 g). The mixture was stirred for 4 h, poured into water and extracted with ethyl acetate. The organic phase was washed with water, dried (Na2SO4) and solvent removed at reduced pressure. The residue was column chromatographed (silica gel, DCM) to give the sub-title comp...